From a dataset of the Open Reaction Database (ORD), a public repository of structured organic reaction records. describe an organic reaction: reactants, conditions, products, and yield Reactants: C(C)(C)(C)OC(=O)N[C@@H]([C@H](O)C)C(=O)O (t-butoxycarbonyl threonine), amine, Cl.C(C1=CC=CC=C1)ON (O-benzylhydroxylamine HCl), ON1N=NC2=C1C=CC=C2 (N-hydroxybenzotriazole), C1(CCCCC1)N=C=NC1CCCCC1 (dicyclohexylcarbodiimide). Run in O1CCCC1 (tetrahydrofuran), O1CCCC1 (tetrahydrofuran). Conditions: time 26 hour. Yields the product C(C1=CC=CC=C1)ONC([C@@H](NC(=O)OC(C)(C)C)[C@H](O)C)=O (N-Benzyloxy-t-butoxycarbonyl-threonine amide). Isolated yield 55.6%. As a reaction SMILES: [C:1]([O:5][C:6]([NH:8][C@H:9]([C:13]([OH:15])=O)[C@@H:10]([CH3:12])[OH:11])=[O:7])([CH3:4])([CH3:3])[CH3:2].Cl.[CH2:17]([O:24][NH2:25])[C:18]1[CH:23]=[CH:22][CH:21]=[CH:20][CH:19]=1.ON1C2C=CC=CC=2N=N1.C1(N=C=NC2CCCCC2)CCCCC1>O1CCCC1>[CH2:17]([O:24][NH:25][C:13](=[O:15])[C@H:9]([C@@H:10]([CH3:12])[OH:11])[NH:8][C:6]([O:5][C:1]([CH3:2])([CH3:3])[CH3:4])=[O:7])[C:18]1[CH:23]=[CH:22][CH:21]=[CH:20][CH:19]=1 |f:1.2|. Reported procedure: A solution of 8.76 g of t-butoxycarbonyl threonine and the free amine from 6.4 g of O-benzylhydroxylamine HCl (ethyl acetate-sodium bicarbonate liberation) in 100 ml of tetrahydrofuran was treated with 6.12 g of N-hydroxybenzotriazole and 8.24 g of dicyclohexylcarbodiimide in 20 ml of tetrahydrofuran. The mixture was stirred under nitrogen for 26 hours, filtered, and evaporated in vacuo. The residue was chromatographed on a 300 g silica gel column (elution with chloroform and chloroform/ethyl ac... The reactants are NC=1C=CC(=C(C1)[C@]1(N=C(COC[C@@H]1F)N)C)F ((5R,6R)-5-(5-amino-2-fluoro-phenyl)-6-fluoro-5-methyl-2,5,6,7-tetrahydro-1,4-oxazepin-3-ylamine), ClC=1C(=NN(C1)C(F)F)C=O (4-chloro-1-difluoromethyl-1H-pyrazole-3-carbaldehyde), [B][B][B][B][B][B][B][B][B][B] (decaborane). The solvent is CO (methanol). Run at temperature 23 celsius, time 60 minute. Product: ClC=1C(=NN(C1)C(F)F)CNC=1C=CC(=C(C1)[C@]1(N=C(COC[C@@H]1F)N)C)F ((5R,6R)-5-(5-((4-chloro-1-(difluoromethyl)-1H-pyrazol-3-yl)methylamino)-2-fluorophenyl)-6-fluoro-5-methyl-2,5,6,7-tetrahydro-1,4-oxazepin-3-amine). Isolated yield 4.5%. Reaction SMILES: [NH2:1][C:2]1[CH:3]=[CH:4][C:5]([F:18])=[C:6]([C@:8]2([CH3:17])[C@@H:14]([F:15])[CH2:13][O:12][CH2:11][C:10]([NH2:16])=[N:9]2)[CH:7]=1.[Cl:19][C:20]1[C:21]([CH:28]=O)=[N:22][N:23]([CH:25]([F:27])[F:26])[CH:24]=1.[B][B][B][B][B][B][B][B][B][B]>CO>[Cl:19][C:20]1[C:21]([CH2:28][NH:1][C:2]2[CH:3]=[CH:4][C:5]([F:18])=[C:6]([C@:8]3([CH3:17])[C@@H:14]([F:15])[CH2:13][O:12][CH2:11][C:10]([NH2:16])=[N:9]3)[CH:7]=2)=[N:22][N:23]([CH:25]([F:27])[F:26])[CH:24]=1 |^3:29,38,^1:30,31,32,33,34,35,36,37|. Procedure: To a solution of (5R,6R)-5-(5-amino-2-fluoro-phenyl)-6-fluoro-5-methyl-2,5,6,7-tetrahydro-1,4-oxazepin-3-ylamine (intermediate A10B) (20.4 mg, 80 μmol) in methanol (0.3 ml) was added at 23° C. under inert atmosphere 4-chloro-1-difluoromethyl-1H-pyrazole-3-carbaldehyde (15.9 mg, 88 μmol) and the reaction mixture was stirred at 23° C. for 60 min. Then decaborane (19.5 mg, 160 μmol) was added in one portion and the mixture was stirred at 45° C. for 15 h. The solution was quenched with 10% Na2CO3-so... The reactants are Nc1ccccn1, O=C(O)c1nnc2ccccc2c1O, Cc1ccccc1C. Yields the product O=C(Nc1ccccn1)c1nnc2ccccc2c1O. RXN SMILES: [NH2:15][c:16]1[n:17][cH:18][cH:19][cH:20][cH:21]1.[OH:1][c:2]1[c:3]([C:12](=[O:13])[OH:14])[n:4][n:5][c:6]2[cH:7][cH:8][cH:9][cH:10][c:11]12.[c:22]1([CH3:23])[c:24]([CH3:25])[cH:26][cH:27][cH:28][cH:29]1>>[OH:1][c:2]1[c:3]([C:12](=[O:14])[NH:15][c:16]2[n:17][cH:18][cH:19][cH:20][cH:21]2)[n:4][n:5][c:6]2[cH:7][cH:8][cH:9][cH:10][c:11]12. The reactants are BrC=1C=C2C=3N(C(C(NC3C1)=O)=O)C(CC2)CC(=O)O (9-bromo-5-carboxymethyl-6,7-dihydro-1H, 5H-pyrido[1,2,3-de]quinoxaline-2,3-dione), NC1=NC=CC=C1 (2-aminopyridine). Product: BrC=1C=C2C=3N(C(C(NC3C1)=O)=O)C(CC2)CC(NC2=NC=CC=C2)=O (9-Bromo-5-(2-pyridylcarbamoylmethyl)-6,7-dihydro-1H, 5H-pyrido[1,2,3-de]quinoxaline-2,3-dione). The yield is 55.4%. Reaction SMILES: [Br:1][C:2]1[CH:3]=[C:4]2[CH2:16][CH2:15][CH:14]([CH2:17][C:18]([OH:20])=O)[N:6]3[C:7](=[O:13])[C:8](=[O:12])[NH:9][C:10]([CH:11]=1)=[C:5]23.[NH2:21][C:22]1[CH:27]=[CH:26][CH:25]=[CH:24][N:23]=1>>[Br:1][C:2]1[CH:3]=[C:4]2[CH2:16][CH2:15][CH:14]([CH2:17][C:18](=[O:20])[NH:21][C:22]3[CH:27]=[CH:26][CH:25]=[CH:24][N:23]=3)[N:6]3[C:7](=[O:13])[C:8](=[O:12])[NH:9][C:10]([CH:11]=1)=[C:5]23. Procedure: A procedure similar to that described in Example 52 was carried out with 9-bromo-5-carboxymethyl-6,7-dihydro-1H, 5H-pyrido[1,2,3-de]quinoxaline-2,3-dione (680 mg, 2 mmol) and 2-aminopyridine (200 mg, 2 mmol) to give 460 mg of the title compound (55%): mp>270° C.; 1H NMR (270 MHz, DMSO-d6) δ12.08 (bs, 1H), 10.58 (s, 1H), 8.31 (d, 1H, J=4.6 Hz), 8.07 (t, 2H, J=8.1 Hz), 7.79 t, 1H, J=8.1 Hz), 7.24 (d, 1H, J=2 Hz), 7.17 (d, 1H, J=2 Hz), 7.10 (dd, 1H, J=4.6, 8.1 Hz), 5.17~5.27 (m, 1H), 3.06 (ddd, 1H,... Starting materials: OC=1C(C2=CC(=CC=C2C(C1)=O)Cl)=O (2-hydroxy-7-chloro-1,4-naphthoquinone), C(CCC1=CC=CC=C1)=O (hydrocinnamaldehyde). Yields the product C(C1=CC=CC=C1)C1=CC2=C(O1)C(C1=CC=CC=C1C2=O)=O (2-benzyl-4H,9H-naphtho[2,3-b]furan-4,9-dione), OC=1C(C2=CC=CC=C2C(C1C=CCC1=CC=CC=C1)=O)=O (2-hydroxy-3-(3-phenyl-1-n-propenyl)-1,4-naphthoquinone). Reaction SMILES: [OH:1][C:2]1[C:3](=[O:14])[C:4]2[C:9]([C:10](=[O:12])[CH:11]=1)=[CH:8][CH:7]=[C:6](Cl)[CH:5]=2.[CH:15](=O)[CH2:16][CH2:17][C:18]1[CH:23]=[CH:22][CH:21]=[CH:20][CH:19]=1>>[CH2:17]([C:16]1[O:1][C:2]2[C:3](=[O:14])[C:4]3[C:9]([C:10](=[O:12])[C:11]=2[CH:15]=1)=[CH:8][CH:7]=[CH:6][CH:5]=3)[C:18]1[CH:23]=[CH:22][CH:21]=[CH:20][CH:19]=1.[OH:1][C:2]1[C:3](=[O:14])[C:4]2[C:9]([C:10](=[O:12])[C:11]=1[CH:15]=[CH:16][CH2:17][C:18]1[CH:23]=[CH:22][CH:21]=[CH:20][CH:19]=1)=[CH:8][CH:7]=[CH:6][CH:5]=2. Procedure: The intermediate product 2-hydroxy-3-(3-phenyl-1-n-propenyl)-1,4-naphthoquinone 1-2 (R1=H, R4=C6H5) was prepared according to the procedure described in example 3 by using 2-hydroxy-1,4-naphthoquinone 1-1 (R1=H) and hydrocinnamaldehyde as starting material. 2-benzyl-4H,9H-naphtho[2,3-b]furan-4,9-dione 1-3 (R1=H, R4=C6H5) was obtained from 10 gram (0.035 mol) of 1-2 (R1=H, R4=C6H5) by using the procedure described in example 4 to afford yellow crystals; 50% yield. 2-benzyl-4H,9H-naphtho[2,3-b]fur...